From a dataset of the Open Reaction Database (ORD), a public repository of structured organic reaction records. describe an organic reaction: reactants, conditions, products, and yield Reactants: C, C1CCOC1, CC(=O)O, CCOC(C)=O, COC(=O)C1=C(c2ccc(OC)cc2)c2ccccc2OC1c1ccc2c(c1)OCO2, [Pd]. Yields the product COC(=O)C1C(c2ccc3c(c2)OCO3)Oc2ccccc2C1c1ccc(OC)cc1. As a reaction SMILES: [C:41].[CH2:36]1[O:37][CH2:38][CH2:39][CH2:40]1.[CH3:32][C:33](=[O:34])[OH:35].[CH3:43][CH2:44][O:45][C:46](=[O:47])[CH3:48].[O:1]1[CH2:2][O:3][c:4]2[c:5]1[cH:6][cH:7][c:8]([CH:10]1[O:11][c:12]3[cH:13][cH:14][cH:15][cH:16][c:17]3[C:18]([c:24]3[cH:25][cH:26][c:27]([O:30][CH3:31])[cH:28][cH:29]3)=[C:19]1[C:20](=[O:21])[O:22][CH3:23])[cH:9]2.[Pd:42]>>[O:1]1[CH2:2][O:3][c:4]2[c:5]1[cH:6][cH:7][c:8]([CH:10]1[O:11][c:12]3[cH:13][cH:14][cH:15][cH:16][c:17]3[CH:18]([c:24]3[cH:25][cH:26][c:27]([O:30][CH3:31])[cH:28][cH:29]3)[CH:19]1[C:20](=[O:21])[O:22][CH3:23])[cH:9]2.